From a dataset of the Open Reaction Database (ORD), a public repository of structured organic reaction records. describe an organic reaction: reactants, conditions, products, and yield Reaction SMILES: CS(O[CH2:6][C:7]1[CH:12]=[C:11]([O:13][C@H:14]2[CH2:19][CH2:18][C@@H:17]([N:20]3[CH2:23][C:22]([CH2:46][C:47]#[N:48])([N:24]4[CH:28]=[C:27]([C:29]5[C:30]6[CH:37]=[CH:36][N:35]([CH2:38][O:39][CH2:40][CH2:41][Si:42]([CH3:45])([CH3:44])[CH3:43])[C:31]=6[N:32]=[CH:33][N:34]=5)[CH:26]=[N:25]4)[CH2:21]3)[CH2:16][CH2:15]2)[N:10]=[C:9]([C:49]([F:52])([F:51])[F:50])[N:8]=1)(=O)=O.[C:53]([NH2:57])([CH3:56])([CH3:55])[CH3:54].S([O-])(=O)(=O)C>C1COCC1>[C:53]([NH:57][CH2:6][C:7]1[N:8]=[C:9]([C:49]([F:52])([F:51])[F:50])[N:10]=[C:11]([O:13][C@@H:14]2[CH2:19][CH2:18][C@H:17]([N:20]3[CH2:23][C:22]([CH2:46][C:47]#[N:48])([N:24]4[CH:28]=[C:27]([C:29]5[C:30]6[CH:37]=[CH:36][N:35]([CH2:38][O:39][CH2:40][CH2:41][Si:42]([CH3:43])([CH3:45])[CH3:44])[C:31]=6[N:32]=[CH:33][N:34]=5)[CH:26]=[N:25]4)[CH2:21]3)[CH2:16][CH2:15]2)[CH:12]=1)([CH3:56])([CH3:55])[CH3:54]. Procedure details: [6-[(cis-4-{3-(Cyanomethyl)-3-[4-(7-{[2-(trimethylsilyl)ethoxy]methyl}-7H-pyrrolo[2,3-d]pyrimidin-4-yl)-1H-pyrazol-1-yl]azetidin-1-yl}cyclohexyl)oxy]-2-(trifluoromethyl)pyrimidin-4-yl]methyl methanesulfonate (240 mg, 0.32 mmol) was dissolved in THF (2 mL), followed by addition of tert-butylamine (530 μL, 5.0 mmol). The flask was capped and heated in a 50° C. bath for 1 hour. LCMS and HPLC showed 92% conversion of the mesylate to product. HPLC showed the product to have UVmax 224, 250 and 308 nm.... The solvent is C1CCOC1 (THF). The reactants are C(C)(C)(C)N (tert-butylamine), CS(=O)(=O)OCC1=NC(=NC(=C1)O[C@@H]1CC[C@@H](CC1)N1CC(C1)(N1N=CC(=C1)C=1C2=C(N=CN1)N(C=C2)COCC[Si](C)(C)C)CC#N)C(F)(F)F ([6-[(cis-4-{3-(Cyanomethyl)-3-[4-(7-{[2-(trimethylsilyl)ethoxy]methyl}-7H-pyrrolo[2,3-d]pyrimidin-4-yl)-1H-pyrazol-1-yl]azetidin-1-yl}cyclohexyl)oxy]-2-(trifluoromethyl)pyrimidin-4-yl]methyl methanesulfonate), S(C)(=O)(=O)[O-] (mesylate). Conditions: temperature 50 celsius. Product: C(C)(C)(C)NCC1=CC(=NC(=N1)C(F)(F)F)O[C@H]1CC[C@H](CC1)N1CC(C1)(N1N=CC(=C1)C=1C2=C(N=CN1)N(C=C2)COCC[Si](C)(C)C)CC#N ({1-(cis-4-{[6-[(tert-Butylamino)methyl]-2-(trifluoromethyl)pyrimidin-4-yl]oxy}cyclohexyl)-3-[4-(7-{[2-(trimethylsilyl)ethoxy]methyl}-7H-pyrrolo[2,3-d]pyrimidin-4-yl)-1H-pyrazol-1-yl]azetidin-3-yl}acetonitrile). The reactants are CC(C)Cn1c(N2CCNC(C)C2)nc2c(N3CCOCC3)nc(-c3cnc(N)nc3)nc21, CC(O)CC(=O)O, CN(C)C=O, C(=NC1CCCCC1)=NC1CCCCC1, On1nnc2ccccc21. Yields the product CC(C)Cn1c(N2CCN(C(=O)CC(C)O)C(C)C2)nc2c(N3CCOCC3)nc(-c3cnc(N)nc3)nc21. As a reaction SMILES: [CH2:1]([CH:2]([CH3:3])[CH3:4])[n:5]1[c:6]2[n:7][c:8](-[c:27]3[cH:28][n:29][c:30]([NH2:33])[n:31][cH:32]3)[n:9][c:10]([N:21]3[CH2:22][CH2:23][O:24][CH2:25][CH2:26]3)[c:11]2[n:12][c:13]1[N:14]1[CH2:15][CH:16]([CH3:20])[NH:17][CH2:18][CH2:19]1.[CH3:59][CH:60]([OH:61])[CH2:62][C:63]([OH:64])=[O:65].[CH3:66][N:67]([CH3:68])[CH:69]=[O:70].[CH:34]1([N:35]=[C:36]=[N:37][CH:38]2[CH2:39][CH2:40][CH2:41][CH2:42][CH2:43]2)[CH2:44][CH2:45][CH2:46][CH2:47][CH2:48]1.[OH:49][n:50]1[c:51]2[cH:52][cH:53][cH:54][cH:55][c:56]2[n:57][n:58]1>>[CH2:1]([CH:2]([CH3:3])[CH3:4])[n:5]1[c:6]2[n:7][c:8](-[c:27]3[cH:28][n:29][c:30]([NH2:33])[n:31][cH:32]3)[n:9][c:10]([N:21]3[CH2:22][CH2:23][O:24][CH2:25][CH2:26]3)[c:11]2[n:12][c:13]1[N:14]1[CH2:15][CH:16]([CH3:20])[N:17]([C:63]([CH2:62][CH:60]([CH3:59])[OH:61])=[O:64])[CH2:18][CH2:19]1. Starting materials: OCCN(C1=CC(=C(C#N)C=C1)C(F)(F)F)CC(F)(F)F (4-[(2-hydroxyethyl)(2,2,2-trifluoroethyl)amino]-2-(trifluoromethyl)benzonitrile), CC1(OB(OC1(C)C)C1=CC=C(C=C1)O)C (4-(4,4,5,5-tetramethyl-1,3,2-dioxaborolan-2-yl)phenol). Run in COCCOC (DME). Yields the product CC1(OB(OC1(C)C)C1=CC=C(C=C1)OCCN(C1=CC(=C(C#N)C=C1)C(F)(F)F)CC(F)(F)F)C (4-[(2-{[4-(4,4,5,5-Tetramethyl-1,3,2-dioxaborolan-2-yl)phenyl]oxy}ethyl)(2,2,2-trifluoroethyl)amino]-2-(trifluoromethyl)benzonitrile). Reaction SMILES: [OH:1][CH2:2][CH2:3][N:4]([CH2:17][C:18]([F:21])([F:20])[F:19])[C:5]1[CH:12]=[CH:11][C:8]([C:9]#[N:10])=[C:7]([C:13]([F:16])([F:15])[F:14])[CH:6]=1.[CH3:22][C:23]1([CH3:37])[C:27]([CH3:29])([CH3:28])[O:26][B:25]([C:30]2[CH:35]=[CH:34][C:33](O)=[CH:32][CH:31]=2)[O:24]1>COCCOC>[CH3:28][C:27]1([CH3:29])[C:23]([CH3:22])([CH3:37])[O:24][B:25]([C:30]2[CH:35]=[CH:34][C:33]([O:1][CH2:2][CH2:3][N:4]([CH2:17][C:18]([F:19])([F:20])[F:21])[C:5]3[CH:12]=[CH:11][C:8]([C:9]#[N:10])=[C:7]([C:13]([F:15])([F:16])[F:14])[CH:6]=3)=[CH:32][CH:31]=2)[O:26]1. Procedure: Synthesized as described in Example 27B from 4-[(2-hydroxyethyl)(2,2,2-trifluoroethyl)amino]-2-(trifluoromethyl)benzonitrile (Example 15B) and 4-(4,4,5,5-tetramethyl-1,3,2-dioxaborolan-2-yl)phenol, using dry DME as the reaction solvent: 1H NMR (400 MHz, CDCl3) δ 7.74 (m, 2H; AA′XX′), 7.67 (d, J=8.9 Hz, 1H), 7.16 (d, J=2.7 Hz, 1H), 6.99 (dd, J=8.9, 2.7 Hz, 1H), 6.84 (m, 2H; AA′XX′), 4.24 (t, J=5.2 Hz, 2H; partially overlapping 4.20), 4.20 (q, J=8.5 Hz, 2H; partially overlapping 4.24), 4.00 (t, J=... The reactants are N(=O)[O-].[Na+] (sodium nitrite), N=1C(=CN2C1C=CC=C2)C2=C1CCC(NC1=C(C=C2)OC)=O (5-(imidazo[1,2-a]pyridine-2-yl)-8-methoxy-3,4-dihydrocarbostyril), aqueous solution, Cl (hydrochloric acid). Run in O (water). Run at temperature 50 celsius, time 2 hour. The product is N(=O)C1=C(N=C2N1C=CC=C2)C2=C1CCC(NC1=C(C=C2)OC)=O (5-(3-nitrosoimidazo[1,2-a]pyridine-2-yl)-8-methoxy-3,4-dihydrocarbostyril). Isolated yield 69.2%. RXN SMILES: [N:1]1[C:2]([C:10]2[CH:19]=[CH:18][C:17]([O:20][CH3:21])=[C:16]3[C:11]=2[CH2:12][CH2:13][C:14](=[O:22])[NH:15]3)=[CH:3][N:4]2[CH:9]=[CH:8][CH:7]=[CH:6][C:5]=12.Cl.[N:24]([O-])=[O:25].[Na+]>O>[N:24]([C:3]1[N:4]2[CH:9]=[CH:8][CH:7]=[CH:6][C:5]2=[N:1][C:2]=1[C:10]1[CH:19]=[CH:18][C:17]([O:20][CH3:21])=[C:16]2[C:11]=1[CH2:12][CH2:13][C:14](=[O:22])[NH:15]2)=[O:25] |f:2.3|. Procedure: To a suspension of 5-(imidazo[1,2-a]pyridine-2-yl)-8-methoxy-3,4-dihydrocarbostyril (2.5 g) in 300 ml of water was added 1.71 ml of concentrated hydrochloric acid. The mixture was heated and the solution was cooled to 50° C. and 10 ml of aqueous solution having dissolved therein 0.65 g of sodium nitrite was added dropwise to the solution at 50° C. with stirring. After completion of addition, the reaction was continued for 2 hours and the reaction mixture was allowed to stand overnight at room te... The reactants are [N+](=O)([O-])C1=CC=C(C2=CC=CC=C12)O (4-Nitronaphthalen-1-ol), C([O-])([O-])=O.[K+].[K+] (potassium carbonate), BrCC(=O)OC (methyl bromoacetate). Solvent: CN1CCCC1 (N-methylpyrrolidine), O (water). Conditions: temperature 70 celsius, time 5 hour. The product is COC(COC1=CC=C(C2=CC=CC=C12)[N+](=O)[O-])=O ((4-nitronaphthalen-1-yloxy)-acetic acid methyl ester). Yield: 325.7%. Reaction SMILES: [N+:1]([C:4]1[C:13]2[C:8](=[CH:9][CH:10]=[CH:11][CH:12]=2)[C:7]([OH:14])=[CH:6][CH:5]=1)([O-:3])=[O:2].C(=O)([O-])[O-].[K+].[K+].Br[CH2:22][C:23]([O:25][CH3:26])=[O:24]>CN1CCCC1.O>[CH3:26][O:25][C:23](=[O:24])[CH2:22][O:14][C:7]1[C:8]2[C:13](=[CH:12][CH:11]=[CH:10][CH:9]=2)[C:4]([N+:1]([O-:3])=[O:2])=[CH:5][CH:6]=1 |f:1.2.3|. Procedure details: 4-Nitronaphthalen-1-ol (0.70 g, 3.7 mmol) in N-methylpyrrolidine (6 ml) is treated with potassium carbonate (1.0 g) and methyl bromoacetate (0.169 g, 1.1 eq). The mixture is stirred at 70° C. for 5 h. The mixture is then diluted with water and extracted with ethyl acetate. The organic layer is repeatedly washed with water, dried over Na2SO4, and evaporated to dryness to provide (4-nitronaphthalen-1-yloxy)-acetic acid methyl ester (0.94 g). MS: 262 (M+1). Reactants: O (Water), aqueous solution, [OH-].[Na+] (sodium hydroxide), C(C1=CC=CC=C1)OC1=C(C(=O)OC)C=CC(=C1)N1N=CC=C1 (methyl 2-(benzyloxy)-4-(1H-pyrazol-1-yl)benzoate), Cl (hydrochloric acid). Solvent: C(C)(=O)OCC (ethyl acetate), O1CCOCC1 (dioxane), CO (methanol). Reaction conditions: time 2 hour. The product is C(C1=CC=CC=C1)OC1=C(C(=O)O)C=CC(=C1)N1N=CC=C1 (2-(benzyloxy)-4-(1H-pyrazol-1-yl)benzoic acid). Yield: 95.2%. As a reaction SMILES: [OH-].[Na+].[CH2:3]([O:10][C:11]1[CH:20]=[C:19]([N:21]2[CH:25]=[CH:24][CH:23]=[N:22]2)[CH:18]=[CH:17][C:12]=1[C:13]([O:15]C)=[O:14])[C:4]1[CH:9]=[CH:8][CH:7]=[CH:6][CH:5]=1.O.Cl>O1CCOCC1.CO.C(OCC)(=O)C>[CH2:3]([O:10][C:11]1[CH:20]=[C:19]([N:21]2[CH:25]=[CH:24][CH:23]=[N:22]2)[CH:18]=[CH:17][C:12]=1[C:13]([OH:15])=[O:14])[C:4]1[CH:5]=[CH:6][CH:7]=[CH:8][CH:9]=1 |f:0.1|. Reported procedure: A 2 mol/L aqueous solution of sodium hydroxide (0.56 mL) was added to a solution mixture of the obtained methyl 2-(benzyloxy)-4-(1H-pyrazol-1-yl)benzoate (0.11 g) in dioxane (1.1 mL) and methanol (1.1 mL), followed by stirring at room temperature for 2 hours. Water was added to the reaction mixture. After adjusting the pH to 3 with 6 mol/L hydrochloric acid, ethyl acetate was added thereto. The organic layer was separated, washed with a saturated aqueous solution of sodium chloride, and dried ov...